Task: describe an organic reaction: reactants, conditions, products, and yield. Dataset: the Open Reaction Database (ORD), a public repository of structured organic reaction records The reactants are ClC[Si](CCC1=C2C(=NC=3C4=CC5=C(C(N4CC13)=O)COC([C@]5(O)CC)=O)C=CC=C2)(C)C (11-(4S)-[2-(chloromethyldimethylsilanyl)-ethyl]-4-ethyl-4-hydroxy-1,12-dihydro-4H-2-oxa-6,12a-diaza-dibenzo[b,h]fluorene-3,13-dione), [I-].[Na+] (sodium iodide). Run in CC(CC)=O (2-butanone). Yields the product IC[Si](CCC1=C2C(=NC=3C4=CC5=C(C(N4CC13)=O)COC([C@]5(O)CC)=O)C=CC=C2)(C)C (11-(4S)-[2-(iodomethyldimethylsilanyl)-ethyl]-4-ethyl-4-hydroxy-1,12-dihydro-4H-2-oxa-6,12a-diaza-dibenzo[b,h]fluorene-3,13-dione). The yield is 85.0%. Reaction SMILES: Cl[CH2:2][Si:3]([CH3:33])([CH3:32])[CH2:4][CH2:5][C:6]1[C:18]2[CH2:17][N:16]3[C:11](=[CH:12][C:13]4[C@:23]([CH2:25][CH3:26])([OH:24])[C:22](=[O:27])[O:21][CH2:20][C:14]=4[C:15]3=[O:19])[C:10]=2[N:9]=[C:8]2[CH:28]=[CH:29][CH:30]=[CH:31][C:7]=12.[I-:34].[Na+]>CC(=O)CC>[I:34][CH2:2][Si:3]([CH3:33])([CH3:32])[CH2:4][CH2:5][C:6]1[C:18]2[CH2:17][N:16]3[C:11](=[CH:12][C:13]4[C@:23]([CH2:25][CH3:26])([OH:24])[C:22](=[O:27])[O:21][CH2:20][C:14]=4[C:15]3=[O:19])[C:10]=2[N:9]=[C:8]2[CH:28]=[CH:29][CH:30]=[CH:31][C:7]=12 |f:1.2|. Procedure details: A solution of Compound 3 (200 mg) and sodium iodide (200 mg) in 2-butanone (4 mL) was heated at 80° C. for 24 hours. Solvent was removed under reduced pressure and directly purified on a silica gel using 1% ethanol in dichloromethane to obtain the required product in 85% yield (200 mg). The reactants are ice water, Cl (HCl), BrC1=CC=CC(=N1)C(=O)N(C)OC (6-bromo-N-methoxy-N-methylpyridine-2-carboxamide), C(=O)=O.CC(=O)C (dry ice acetone), C(CCC)[Mg]Cl (nBuMgCl). Run in C1CCOC1 (THF), C1CCOC1.C1(=CC=CC=C1)C (THF toluene). Reaction conditions: time 15 minute. Yields the product BrC1=CC=CC(=N1)C(CCCC)=O (1-(6-Bromo-2-pyridinyl)-1-pentanone). As a reaction SMILES: [Br:1][C:2]1[N:7]=[C:6]([C:8](N(OC)C)=[O:9])[CH:5]=[CH:4][CH:3]=1.C(=O)=O.CC(C)=O.[CH2:21]([Mg]Cl)[CH2:22][CH2:23][CH3:24].Cl>C1COCC1.C1COCC1.C1(C)C=CC=CC=1>[Br:1][C:2]1[N:7]=[C:6]([C:8](=[O:9])[CH2:21][CH2:22][CH2:23][CH3:24])[CH:5]=[CH:4][CH:3]=1 |f:1.2,6.7|. Procedure details: To a solution of 6-bromo-N-methoxy-N-methylpyridine-2-carboxamide (5.29 g, 21.58 mmol) in dry THF (120 mL) at −78° C. (dry ice/acetone bath) under nitrogen was added nBuMgCl (15.2 mL of a 20% wt solution in THF/toluene, 25.84 mmol) drop-wise over 15 minutes. The resulting yellow mixture was stirred at this temperature for 1 hour and was then allowed to warm to 0° C. (ice/water bath) slowly over 1.5 hours and then to rt over 18 hours. The yellow cloudy mixture was then added portion-wise to a sti... Starting materials: C(C)C1=CC=C(C=C1)[C@H]1NCCC1 ((S)-2-(4-ethyl-phenyl)-pyrrolidine), FC1=CC=C(C=C1)S(=O)(=O)Cl (4-fluoro-benzenesulfonyl chloride). Yields the product C(C)C1=CC=C(C=C1)C1N(CCC1)S(=O)(=O)C1=CC=C(C=C1)F ((RS)-2-(4-Ethyl-phenyl)-1-(4-fluoro-benzenesulfonyl)-pyrrolidine). Reaction SMILES: [CH2:1]([C:3]1[CH:8]=[CH:7][C:6]([C@@H:9]2[CH2:13][CH2:12][CH2:11][NH:10]2)=[CH:5][CH:4]=1)[CH3:2].[F:14][C:15]1[CH:20]=[CH:19][C:18]([S:21](Cl)(=[O:23])=[O:22])=[CH:17][CH:16]=1>>[CH2:1]([C:3]1[CH:4]=[CH:5][C:6]([CH:9]2[CH2:13][CH2:12][CH2:11][N:10]2[S:21]([C:18]2[CH:19]=[CH:20][C:15]([F:14])=[CH:16][CH:17]=2)(=[O:23])=[O:22])=[CH:7][CH:8]=1)[CH3:2]. Procedure details: The title compound, white solid, m.p. 93° C. and MS: m/e=334.2 (M+H+) was prepared in accordance with the general method of example 1e from (S)-2-(4-ethyl-phenyl)-pyrrolidine and 4-fluoro-benzenesulfonyl chloride. Starting materials: [Al+3], [Cl-], [Cl-], [Cl-], Cc1cc(F)ccc1OC(C)(C)C(=O)O, CN(C)C=O, C1CCOC1, O. Product: Cc1cc(F)cc2c1OC(C)(C)C2=O. Reaction SMILES: [Al+3:22].[Cl-:21].[Cl-:23].[Cl-:24].[F:1][c:2]1[cH:3][c:4]([CH3:15])[c:5]([O:6][C:7]([C:8](=[O:9])[OH:10])([CH3:11])[CH3:12])[cH:13][cH:14]1.[O:16]=[CH:17][N:18]([CH3:19])[CH3:20].[O:26]1[CH2:27][CH2:28][CH2:29][CH2:30]1.[OH2:25]>>[F:1][c:2]1[cH:3][c:4]([CH3:15])[c:5]2[c:13]([cH:14]1)[C:8](=[O:10])[C:7]([CH3:11])([CH3:12])[O:6]2. Reactants: CCCS(N)(=O)=O, CS(C)=O, COc1ccccc1Oc1c(Cl)nc(-c2ncccn2)nc1Cl, Cl, [K]. Yields the product CCCS(=O)(=O)Nc1nc(-c2ncccn2)nc(Cl)c1Oc1ccccc1OC. RXN SMILES: [CH2:25]([CH2:26][CH3:27])[S:28](=[O:29])(=[O:30])[NH2:31].[CH3:33][S:34]([CH3:35])=[O:36].[Cl:1][c:2]1[n:3][c:4](-[c:18]2[n:19][cH:20][cH:21][cH:22][n:23]2)[n:5][c:6]([Cl:17])[c:7]1[O:8][c:9]1[c:10]([O:15][CH3:16])[cH:11][cH:12][cH:13][cH:14]1.[ClH:32].[K:24]>>[c:2]1([NH:31][S:28]([CH2:25][CH2:26][CH3:27])(=[O:29])=[O:30])[n:3][c:4](-[c:18]2[n:19][cH:20][cH:21][cH:22][n:23]2)[n:5][c:6]([Cl:17])[c:7]1[O:8][c:9]1[c:10]([O:15][CH3:16])[cH:11][cH:12][cH:13][cH:14]1. Starting materials: ClCCCOC=1C=CC(=NC1)CN1CCCCC1 (5-(3-chloro-propoxy)-2-piperidin-1ylmethyl-pyridine), N1CCCCC1 (piperidine), C(=O)([O-])[O-].[Na+].[Na+] (Na2CO3). Run in C(CCC)O (1-butanol). Yields the product N (NH3), N1(CCCCC1)CC1=NC=C(C=C1)OCCCN1CCCCC1 (2-Piperdin-1-ylmethyl-5-(3-piperdin-1-yl-propoxy)-pyridine). Isolated yield 18.3%. Reaction SMILES: Cl[CH2:2][CH2:3][CH2:4][O:5][C:6]1[CH:7]=[CH:8][C:9]([CH2:12][N:13]2[CH2:18][CH2:17][CH2:16][CH2:15][CH2:14]2)=[N:10][CH:11]=1.[NH:19]1[CH2:24][CH2:23][CH2:22][CH2:21][CH2:20]1.C([O-])([O-])=O.[Na+].[Na+]>C(O)CCC>[NH3:10].[N:13]1([CH2:12][C:9]2[CH:8]=[CH:7][C:6]([O:5][CH2:4][CH2:3][CH2:2][N:19]3[CH2:24][CH2:23][CH2:22][CH2:21][CH2:20]3)=[CH:11][N:10]=2)[CH2:18][CH2:17][CH2:16][CH2:15][CH2:14]1 |f:2.3.4|. Reported procedure: A solution of 5-(3-chloro-propoxy)-2-piperidin-1ylmethyl-pyridine (0.25 g, 0.86 mmol), piperidine (0.09 mL, 0.94 mmol), KI (0.003 g, 0.017 mmol), and Na2CO3 (0.045 g, 0.43 mmol) in 1-butanol (5 mL) was heated to 95° C. After 18 h the reaction mixture was concentrated, diluted with DCM (50 mL) and filtered through a pad of diatomaceous earth. The filtrate was concentrated and chromatography of the residue (SiO2: 3-8% 2 M NH3 in MeOH/DCM) gave the title compound as an oil (0.025 g, 10%). MS (ESI):... The reactants are O=CO, Clc1ccc(-c2cc3nccn3c(Cl)n2)c(Cl)c1, CN(CCN)c1ccc([N+](=O)[O-])c(N)n1. Yields the product O=CO, CN(CCNc1nc(-c2ccc(Cl)cc2Cl)cc2nccn12)c1ccc([N+](=O)[O-])c(N)n1. As a reaction SMILES: [CH:19](=[O:20])[OH:21].[Cl:1][c:2]1[n:3][c:4](-[c:11]2[c:12]([Cl:18])[cH:13][c:14]([Cl:17])[cH:15][cH:16]2)[cH:5][c:6]2[n:7]1[cH:8][cH:9][n:10]2.[NH2:22][CH2:23][CH2:24][N:25]([c:26]1[cH:27][cH:28][c:29]([N+:33](=[O:34])[O-:35])[c:30]([NH2:32])[n:31]1)[CH3:36]>>[CH:19](=[O:20])[OH:21].[c:2]1([NH:22][CH2:23][CH2:24][N:25]([c:26]2[cH:27][cH:28][c:29]([N+:33](=[O:34])[O-:35])[c:30]([NH2:32])[n:31]2)[CH3:36])[n:3][c:4](-[c:11]2[c:12]([Cl:18])[cH:13][c:14]([Cl:17])[cH:15][cH:16]2)[cH:5][c:6]2[n:7]1[cH:8][cH:9][n:10]2.